From a dataset of the Open Reaction Database (ORD), a public repository of structured organic reaction records. describe an organic reaction: reactants, conditions, products, and yield The reactants are COC(=O)c1cc(C)cc(CN(C)CC(C)C)c1, CO, [Li+], C1CCOC1, [OH-], O. Yields the product Cc1cc(CN(C)CC(C)C)cc(C(=O)O)c1. Reaction SMILES: [CH2:1]([CH:2]([CH3:3])[CH3:4])[N:5]([CH3:6])[CH2:7][c:8]1[cH:9][c:10]([C:11](=[O:12])[O:13][CH3:14])[cH:15][c:16]([CH3:18])[cH:17]1.[CH3:22][OH:23].[Li+:20].[O:24]1[CH2:25][CH2:26][CH2:27][CH2:28]1.[OH-:21].[OH2:19]>>[CH2:1]([CH:2]([CH3:3])[CH3:4])[N:5]([CH3:6])[CH2:7][c:8]1[cH:9][c:10]([C:11](=[O:12])[OH:13])[cH:15][c:16]([CH3:18])[cH:17]1. Starting materials: FC(S(=O)(=O)OS(=O)(=O)C(F)(F)F)(F)F (trifluoromethanesulfonic anhydride), C(C)C1=C(C(=C(C(=O)[O-])C=C1)F)O (ethyl-2-fluoro-hydroxy-benzoate), C(C)C1=C(C(=C(C(=O)[O-])C=C1)F)O (ethyl-2-fluoro-hydroxy-benzoate), C(C)(C)(C)C1=NC(=CC(=C1)C)C(C)(C)C (2,6-di-tertbutyl-4-methyl-pyridine), C(C)(=O)OCC (ethyl acetate). Solvent: ClCCl (dichloromethane), CCCCCC (hexane). Reaction conditions: time 8 hour. Yields the product C(C)OC(C1=C(C=C(C=C1)OS(=O)(=O)C(F)(F)F)F)=O (Ethyl-2-fluoro-4-trifluoromethylsulfonyloxy-benzoate). Isolated yield 83.8%. RXN SMILES: C([C:3]1[CH:11]=[CH:10][C:6]([C:7]([O-:9])=[O:8])=[C:5]([F:12])[C:4]=1O)C.C(C1C=C(C)C=C([C:25]([CH3:28])(C)C)N=1)(C)(C)C.[F:29][C:30]([F:43])([F:42])[S:31]([O:34]S(C(F)(F)F)(=O)=O)(=[O:33])=[O:32].C(OCC)(=O)C>ClCCl.CCCCCC>[CH2:25]([O:9][C:7](=[O:8])[C:6]1[CH:10]=[CH:11][C:3]([O:34][S:31]([C:30]([F:43])([F:42])[F:29])(=[O:33])=[O:32])=[CH:4][C:5]=1[F:12])[CH3:28]. Procedure details: A stirred, cooled (ice bath) solution of ethyl-2-fluoro-hydroxy-benzoate (Intermediate 5, 0.368 g, 2 mmol) and 2,6-di-tertbutyl-4-methyl-pyridine (0.81 g, 8 mmol) in 8 mL of dichloromethane was treated with trifluoromethanesulfonic anhydride (0.1 g, 4 mmol). The reaction mixture was allowed to warm to ambient temperature and stirred overnight. The reaction mixture was subjected to flash column chromatography over silica gel (230-400 mesh) using 5-10% ethyl acetate in hexane as the eluent to affo...